Dataset: the Open Reaction Database (ORD), a public repository of structured organic reaction records. Task: describe an organic reaction: reactants, conditions, products, and yield The reactants are CI, OCCCc1ccc(Cl)cc1, [H-], [Na+], C1CCOC1. Yields the product COCCCc1ccc(Cl)cc1. Reaction SMILES: [CH3:12][I:13].[Cl:1][c:2]1[cH:3][cH:4][c:5]([CH2:8][CH2:9][CH2:10][OH:11])[cH:6][cH:7]1.[H-:14].[Na+:15].[O:16]1[CH2:17][CH2:18][CH2:19][CH2:20]1>>[Cl:1][c:2]1[cH:3][cH:4][c:5]([CH2:8][CH2:9][CH2:10][O:11][CH3:12])[cH:6][cH:7]1. The reactants are OC1=C(C=CC(=C1CC=C(C)C)OC)C(C)=O (2'-hydroxy-4'-methoxy-3'-(3-methyl-2-butenyl)acetophenone). The solvent is C(C)O (ethanol). Product: C(C1=CC=C(C=C1)OC)=O (p-anisaldehyde). Reaction SMILES: O[C:2]1[C:7](CC=C(C)C)=[C:6]([O:13][CH3:14])[CH:5]=[CH:4][C:3]=1[C:15](=[O:17])C>C(O)C>[CH:15](=[O:17])[C:3]1[CH:2]=[CH:7][C:6]([O:13][CH3:14])=[CH:5][CH:4]=1. Reported procedure: In 5 ml of ethanol were dissolved 0.4 g of the 2'-hydroxy-4'-methoxy-3'-(3-methyl-2-butenyl)acetophenone obtained in Production Example 2 and 0.3 ml of p-anisaldehyde, and the solution was cooled to 0° C. and 7.5 ml of a saturated solution of potassium hydroxide in ethanol was added to the solution. In a nitrogen current, the mixture was stirred at 0° C. for 30 minutes and at room temperature for 4 days. After the reaction, hydrochloric acid was added to the reaction liquid under cooling and the... The reactants are [O-][Mn](=O)(=O)=O.[K+] (KMnO4), CN(CC(C)O)C (Racemic 1-dimethylamino-2-propanol), C(CC)(=O)OC=C (vinyl propionate), 435. The solvent is CO.ClCCl (methanol dichloromethane). Conditions: time 70 hour. Yields the product C(CC)(=O)OC(CN(C)C)C ((-)-1-dimethylamino-2-propyl propanoate). Isolated yield 38.1%. As a reaction SMILES: [CH3:1][N:2]([CH3:7])[CH2:3][CH:4]([OH:6])[CH3:5].[C:8](OC=C)(=[O:11])[CH2:9][CH3:10].[O-][Mn](=O)(=O)=O.[K+]>CO.ClCCl>[C:8]([O:6][CH:4]([CH3:5])[CH2:3][N:2]([CH3:7])[CH3:1])(=[O:11])[CH2:9][CH3:10] |f:2.3,4.5|. Procedure: Racemic 1-dimethylamino-2-propanol (100 g, 0.97 mol) was stirred with vinyl propionate (106 ml, 0.97 mol) at ambient temperature and Novozym 435 (6 g) was added. The reaction mixture was stirred slowly for 70 hours and after this time tlc (10% methanol/dichloromethane--visualise KMnO4 solution) indicated that the reaction had gone to 50% conversion. The enzyme was removed by filtration and the filter bed was washed with ethyl acetate (2×100 ml). The organic layer was then washed with water (4×10... Reactants: C(CCCCCCCC)C1=CC=C(C=C1)O (4-nonylphenol), C=O (formaldehyde). Product: C(C1=C(C=CC(=C1)CCCCCCCCC)O)C1=C(C=CC(=C1)CCCCCCCCC)O (2,2'methylenebis(4-nonylphenol)). Reaction SMILES: [CH2:1]([C:10]1[CH:15]=[CH:14][C:13]([OH:16])=[CH:12][CH:11]=1)[CH2:2][CH2:3][CH2:4][CH2:5][CH2:6][CH2:7][CH2:8][CH3:9].[CH2:17]=[O:18]>>[CH2:13]([C:12]1[CH:11]=[C:10]([CH2:1][CH2:2][CH2:3][CH2:4][CH2:5][CH2:6][CH2:7][CH2:8][CH3:9])[CH:15]=[CH:14][C:17]=1[OH:18])[C:14]1[CH:15]=[C:10]([CH2:1][CH2:2][CH2:3][CH2:4][CH2:5][CH2:6][CH2:7][CH2:8][CH3:9])[CH:11]=[CH:12][C:13]=1[OH:16]. Procedure: 2,2'methylenebis(4-nonylphenol) was prepared in a similar manner by replacement of the 1,1,3,3,-Tetramethylbutylphenol by 4-nonylphenol in the same mole ratio to formaldehyde. The reactants are [OH-].[Na+] (NaOH), C(CCCCCCCCCCC)N1N=C(N=N1)C(C(=O)OCC)(C1=CC=CC=C1)F (2-dodecyl-α-fluoro-α-phenyl-2H-tetrazole-5-acetic acid, ethyl ester). Solvent: CO.O (CH3OH-H2O). Run at time 3 hour. Yields the product C(CCCCCCCCCCC)N1N=C(N=N1)C(C(=O)O)(C1=CC=CC=C1)F (2-Dodecyl-α-fluoro-α-phenyl-2H-tetrazole-5-acetic acid). Yield: 0.1%. Reaction SMILES: [OH-].[Na+].[CH2:3]([N:15]1[N:19]=[N:18][C:17]([C:20]([F:32])([C:26]2[CH:31]=[CH:30][CH:29]=[CH:28][CH:27]=2)[C:21]([O:23]CC)=[O:22])=[N:16]1)[CH2:4][CH2:5][CH2:6][CH2:7][CH2:8][CH2:9][CH2:10][CH2:11][CH2:12][CH2:13][CH3:14]>CO.O>[CH2:3]([N:15]1[N:19]=[N:18][C:17]([C:20]([F:32])([C:26]2[CH:31]=[CH:30][CH:29]=[CH:28][CH:27]=2)[C:21]([OH:23])=[O:22])=[N:16]1)[CH2:4][CH2:5][CH2:6][CH2:7][CH2:8][CH2:9][CH2:10][CH2:11][CH2:12][CH2:13][CH3:14] |f:0.1,3.4|. Procedure details: NaOH (0.12 g, 3 mole) was added in one portion to a stirred solution of 2-dodecyl-α-fluoro-α-phenyl-2H-tetrazole-5-acetic acid, ethyl ester (0.59 g, 1.4 mole) dissolved in 6 mL of 5:1 CH3OH-H2O at room temperature. After stirring for 3 hours, the mixture was concentrated, diluted with H2O, acidified with 6N HCl (pH 1) and extracted with ethyl acetate (2×150 mL). The combined ethyl acetate extracts were washed with brine (50 mL) and dried. Filtration and concentration afforded 0.5 g (91%) of the ... The reactants are C(CCCCC)N1CC2C(C2C1)(C)C=1C=C(C=CC1)N (3-(3-hexyl-6-methyl-3-azabicyclo[3.1.0]hex-6-yl)phenylamine), N1=CC=CC=C1 (pyridine), COCCS(=O)(=O)Cl (2-methoxy-1-ethanesulfonyl chloride). The solvent is ClCCl (dichloromethane), ClCCl (dichloromethane). Conditions: time 16 hour. The product is C(CCCCC)N1CC2C(C2C1)(C)C=1C=C(C=CC1)NS(=O)(=O)CCOC (N-[3-(3-Hexyl-6-methyl-3-azabicyclo[3.1.0]hex-6-yl)phenyl]-2-methoxy-1-ethanesulfonamide). RXN SMILES: [CH2:1]([N:7]1[CH2:12][CH:11]2[CH:9]([C:10]2([C:14]2[CH:15]=[C:16]([NH2:20])[CH:17]=[CH:18][CH:19]=2)[CH3:13])[CH2:8]1)[CH2:2][CH2:3][CH2:4][CH2:5][CH3:6].N1C=CC=CC=1.[CH3:27][O:28][CH2:29][CH2:30][S:31](Cl)(=[O:33])=[O:32]>ClCCl>[CH2:1]([N:7]1[CH2:12][CH:11]2[CH:9]([C:10]2([C:14]2[CH:15]=[C:16]([NH:20][S:31]([CH2:30][CH2:29][O:28][CH3:27])(=[O:33])=[O:32])[CH:17]=[CH:18][CH:19]=2)[CH3:13])[CH2:8]1)[CH2:2][CH2:3][CH2:4][CH2:5][CH3:6]. Reported procedure: To a solution of 3-(3-hexyl-6-methyl-3-azabicyclo[3.1.0]hex-6-yl)phenylamine (Preparation 12, 0.11 g, 0.40 mmol) in dichloromethane (1.5 ml) was added pyridine (64 mg) in dichloromethane (0.75 ml) and 2-methoxy-1-ethanesulfonyl chloride (J. F. King, J. Y. L. Lam, S. Kronieczny, J. Am. Chem. Soc., 1992, 114 (5), 1743; 0.96 g, 0.60 mmol). The reaction mixture was stirred at room temperature for 16 h and then concentrated in vacuo. The crude residue was purified by chromatography on silica gel elut...